This data is from the Open Reaction Database (ORD), a public repository of structured organic reaction records. The task is: describe an organic reaction: reactants, conditions, products, and yield Starting materials: C1=C2C(N3C(=NC2=CC=C1)NC1=C3C=CC=C1)=O (benzimidazo[2,1-b]quinazolin-12(6H)one), C(CCC)Br (n-butyl bromide). Product: C(CCC)N1C2=C(C=CC=C2)N2C1=NC1=CC=CC=C1C2=O (6-(n-Butyl)benzimidazo[2,1-b]quinazolin-12(6H)one). Reaction SMILES: [CH:1]1[CH:10]=[CH:9][CH:8]=[C:7]2[C:2]=1[C:3](=[O:18])[N:4]1[C:13]3[CH:14]=[CH:15][CH:16]=[CH:17][C:12]=3[NH:11][C:5]1=[N:6]2.[CH2:19](Br)[CH2:20][CH2:21][CH3:22]>>[CH2:19]([N:11]1[C:5]2=[N:6][C:7]3[C:2]([C:3](=[O:18])[N:4]2[C:13]2[CH:14]=[CH:15][CH:16]=[CH:17][C:12]1=2)=[CH:1][CH:10]=[CH:9][CH:8]=3)[CH2:20][CH2:21][CH3:22]. Reported procedure: 6-(n-Butyl)benzimidazo[2,1-b]quinazolin-12(6H)one is prepared with benzimidazo[2,1-b]quinazolin-12(6H)one and n-butyl bromide.